This data is from the Open Reaction Database (ORD), a public repository of structured organic reaction records. The task is: describe an organic reaction: reactants, conditions, products, and yield The reactants are C1(=CC=CC=C1)N=C=O (phenylisocyanate), C(C)[C@@H](C1=CC=CC=C1)NC(=O)C1=C(C(=NC2=CC=CC=C12)C1=CC=CC=C1)N ((S)-N-(α-ethylbenzyl)-3-amino-2-phenylquinoline-4-carboxamide), CC#N (CH3CN), C1CCOC1 (THF). Run in C(Cl)Cl (CH2Cl2), C(Cl)Cl (CH2Cl2). Reaction conditions: temperature 40 celsius. The product is C(C)[C@@H](C1=CC=CC=C1)NC(=O)C1=C(C(=NC2=CC=CC=C12)C1=CC=CC=C1)NC(=O)NC1=CC=CC=C1 ((S)-N-(α-ethylbenzyl)-3-(3-phenylureido)-2-phenylquinoline-4-carboxamide). Yield: 46.1%. Reaction SMILES: [CH2:1]([C@H:3]([NH:10][C:11]([C:13]1[C:22]2[C:17](=[CH:18][CH:19]=[CH:20][CH:21]=2)[N:16]=[C:15]([C:23]2[CH:28]=[CH:27][CH:26]=[CH:25][CH:24]=2)[C:14]=1[NH2:29])=[O:12])[C:4]1[CH:9]=[CH:8][CH:7]=[CH:6][CH:5]=1)[CH3:2].C1COCC1.CC#N.[C:38]1([N:44]=[C:45]=[O:46])[CH:43]=[CH:42][CH:41]=[CH:40][CH:39]=1>C(Cl)Cl>[CH2:1]([C@H:3]([NH:10][C:11]([C:13]1[C:22]2[C:17](=[CH:18][CH:19]=[CH:20][CH:21]=2)[N:16]=[C:15]([C:23]2[CH:24]=[CH:25][CH:26]=[CH:27][CH:28]=2)[C:14]=1[NH:29][C:45]([NH:44][C:38]1[CH:43]=[CH:42][CH:41]=[CH:40][CH:39]=1)=[O:46])=[O:12])[C:4]1[CH:5]=[CH:6][CH:7]=[CH:8][CH:9]=1)[CH3:2]. Procedure details: 1.5 g (3.9 mmol) of (S)-N-(α-ethylbenzyl)-3-amino-2-phenylquinoline-4-carboxamide (compound of Description 2) were dissolved in 30 ml of dry CH2Cl2, 10 ml of dry THF and 10 ml of dry CH3CN. 0.47 ml (4.3 mmol) of phenylisocyanate dissolved in 10 ml of CH2Cl2 were added and the reaction mixture heated to 40° C. for 4 hours. After cooling of the reaction mixture, the precipitate was collected by filtration and washed with CH2Cl2 to yield 0.9 g of the title compound. The product is C1(CC1)C1=CC(=NC=C1)C=1C=NC(=NC1)N1C=C(C2=CC=C(C=C12)C(=O)N1CCCC1)SC ((1-(5-(4-Cyclopropylpyridin-2-yl)pyrimidin-2-yl)-3-(methylthio)-1H-indol-6-yl)(pyrrolidin-1-yl)methanone). Procedure: Bis(pinacolato)diboron (0.584 g, 2.3 mmol) and potassium acetate (0.421 g, 4.29 mmol) were added at room temperature to a solution of 341a) (0.6 g, 1.43 mmol) in dry dioxane (35 mL). The reaction apparatus was flushed with argon, PdCl2(dppf) (58 mg, 0.071 mmol) was added and the resulting mixture was stirred for 1 h at 110° C. (complete consumption of starting material). 2-bromo-4-cyclopropyl-pyridine (0.328 g, 2.14 mmol), potassium carbonate (2M, 2.5 mL) and tetrakis(triphenylphosphine)palladiu... Solvent: O1CCOCC1 (dioxane). As a reaction SMILES: B1(B2OC(C)(C)C(C)(C)O2)OC(C)(C)C(C)(C)O1.C([O-])(=O)C.[K+].Br[C:25]1[CH:26]=[N:27][C:28]([N:31]2[C:39]3[C:34](=[CH:35][CH:36]=[C:37]([C:40]([N:42]4[CH2:46][CH2:45][CH2:44][CH2:43]4)=[O:41])[CH:38]=3)[C:33]([S:47][CH3:48])=[CH:32]2)=[N:29][CH:30]=1.Br[C:50]1[CH:55]=[C:54]([CH:56]2[CH2:58][CH2:57]2)[CH:53]=[CH:52][N:51]=1.C(=O)([O-])[O-].[K+].[K+]>O1CCOCC1.C1C=CC(P(C2C=CC=CC=2)[C-]2C=CC=C2)=CC=1.C1C=CC(P(C2C=CC=CC=2)[C-]2C=CC=C2)=CC=1.Cl[Pd]Cl.[Fe+2].C1C=CC([P]([Pd]([P](C2C=CC=CC=2)(C2C=CC=CC=2)C2C=CC=CC=2)([P](C2C=CC=CC=2)(C2C=CC=CC=2)C2C=CC=CC=2)[P](C2C=CC=CC=2)(C2C=CC=CC=2)C2C=CC=CC=2)(C2C=CC=CC=2)C2C=CC=CC=2)=CC=1>[CH:56]1([C:54]2[CH:53]=[CH:52][N:51]=[C:50]([C:25]3[CH:30]=[N:29][C:28]([N:31]4[C:39]5[C:34](=[CH:35][CH:36]=[C:37]([C:40]([N:42]6[CH2:43][CH2:44][CH2:45][CH2:46]6)=[O:41])[CH:38]=5)[C:33]([S:47][CH3:48])=[CH:32]4)=[N:27][CH:26]=3)[CH:55]=2)[CH2:58][CH2:57]1 |f:1.2,5.6.7,9.10.11.12,^1:114,116,135,154|. Reaction conditions: temperature 110 celsius, time 1 hour. Reagents/catalysts: C=1C=CC(=CC1)[P](C=2C=CC=CC2)(C=3C=CC=CC3)[Pd]([P](C=4C=CC=CC4)(C=5C=CC=CC5)C=6C=CC=CC6)([P](C=7C=CC=CC7)(C=8C=CC=CC8)C=9C=CC=CC9)[P](C=1C=CC=CC1)(C=1C=CC=CC1)C=1C=CC=CC1 (tetrakis(triphenylphosphine)palladium(0)), C1=CC=C(C=C1)P([C-]2C=CC=C2)C3=CC=CC=C3.C1=CC=C(C=C1)P([C-]2C=CC=C2)C3=CC=CC=C3.Cl[Pd]Cl.[Fe+2] (PdCl2(dppf)). Reactants: B1(OC(C(O1)(C)C)(C)C)B2OC(C(O2)(C)C)(C)C (Bis(pinacolato)diboron), C(C)(=O)[O-].[K+] (potassium acetate), BrC=1C=NC(=NC1)N1C=C(C2=CC=C(C=C12)C(=O)N1CCCC1)SC ((1-(5-Bromopyrimidin-2-yl)-3-(methylthio)-1H-indol-6-yl)(pyrrolidin-1-yl)methanone), BrC1=NC=CC(=C1)C1CC1 (2-bromo-4-cyclopropyl-pyridine), C([O-])([O-])=O.[K+].[K+] (potassium carbonate). Reactants: ClCC(=O)C1=CC(=C(C=C1)Cl)S(N)(=O)=O (2,4'-dichloro-3'-sulfamoylacetophenone), C(C)(CC)NC(=S)NC(C)CC (1,3-di-sec.-butylthiourea), C(C)OCC (diethyl ether). Run in C(C)(=O)OCC (ethyl acetate). Run at time 4 hour. Yields the product Cl.C(C)(CC)N1C(SCC1(O)C1=CC(=C(C=C1)Cl)S(N)(=O)=O)=NC(C)CC (3-sec.-Butyl-2-sec.-butylimino-4-(4-chloro-3-sulfamoylphenyl)-1,3-thiazolidine-4-ol-hydrochloride). As a reaction SMILES: [Cl:1][CH2:2][C:3]([C:5]1[CH:10]=[CH:9][C:8]([Cl:11])=[C:7]([S:12](=[O:15])(=[O:14])[NH2:13])[CH:6]=1)=[O:4].[CH:16]([NH:20][C:21]([NH:23][CH:24]([CH2:26][CH3:27])[CH3:25])=[S:22])([CH2:18][CH3:19])[CH3:17].C(OCC)C>C(OCC)(=O)C>[ClH:1].[CH:24]([N:23]1[C:3]([C:5]2[CH:10]=[CH:9][C:8]([Cl:11])=[C:7]([S:12](=[O:15])(=[O:14])[NH2:13])[CH:6]=2)([OH:4])[CH2:2][S:22][C:21]1=[N:20][CH:16]([CH2:18][CH3:19])[CH3:17])([CH2:26][CH3:27])[CH3:25] |f:4.5|. Reported procedure: 5.3 g of 2,4'-dichloro-3'-sulfamoylacetophenone and 3.8 g of 1,3-di-sec.-butylthiourea were reacted in the manner described in Example 16, the reaction was introduced into a solution of 40 ml of diethyl ether and 120 ml of ethyl acetate and the colorless, crystalline end product was filtered off after stirring for 4 hours at room temperature. The reactants are N=1ON=C2C1C=CC(=C2)C2=C(C(C(O2)(C)C)=O)Br (5-(Benzo[c][1,2,5]oxadiazol-5-yl)-4-bromo-2,2-dimethylfuran-3(2H)-one), CC1(OB(OC1(C)C)C1=CC=C(OCC2=NC3=CC=CC=C3C=C2)C=C1)C (2-((4-(4,4,5,5-tetramethyl-1,3,2-dioxaborolan-2-yl)phenoxy)methyl)quinoline), C(=O)([O-])[O-].[Cs+].[Cs+] (Cs2CO3). The reagents and catalysts are C1=CC=C(C=C1)P([C-]2C=CC=C2)C3=CC=CC=C3.C1=CC=C(C=C1)P([C-]2C=CC=C2)C3=CC=CC=C3.Cl[Pd]Cl.[Fe+2] (Pd(dppf)Cl2). The solvent is C1(=CC=CC=C1)C (toluene), O (water). Yields the product N=1ON=C2C1C=CC(=C2)C2=C(C(C(O2)(C)C)=O)C2=CC=C(C=C2)OCC2=NC1=CC=CC=C1C=C2 (5-(benzo[c][1,2,5]oxadiazol-5-yl)-2,2-dimethyl-4-(4-(quinolin-2-ylmethoxy)phenyl)furan-3(2H)-one). The yield is 56.9%. RXN SMILES: [N:1]1[O:2][N:3]=[C:4]2[CH:9]=[C:8]([C:10]3[O:14][C:13]([CH3:16])([CH3:15])[C:12](=[O:17])[C:11]=3Br)[CH:7]=[CH:6][C:5]=12.CC1(C)C(C)(C)OB([C:27]2[CH:44]=[CH:43][C:30]([O:31][CH2:32][C:33]3[CH:42]=[CH:41][C:40]4[C:35](=[CH:36][CH:37]=[CH:38][CH:39]=4)[N:34]=3)=[CH:29][CH:28]=2)O1.C([O-])([O-])=O.[Cs+].[Cs+]>C1(C)C=CC=CC=1.O.C1C=CC(P(C2C=CC=CC=2)[C-]2C=CC=C2)=CC=1.C1C=CC(P(C2C=CC=CC=2)[C-]2C=CC=C2)=CC=1.Cl[Pd]Cl.[Fe+2]>[N:1]1[O:2][N:3]=[C:4]2[CH:9]=[C:8]([C:10]3[O:14][C:13]([CH3:16])([CH3:15])[C:12](=[O:17])[C:11]=3[C:27]3[CH:28]=[CH:29][C:30]([O:31][CH2:32][C:33]4[CH:42]=[CH:41][C:40]5[C:35](=[CH:36][CH:37]=[CH:38][CH:39]=5)[N:34]=4)=[CH:43][CH:44]=3)[CH:7]=[CH:6][C:5]=12 |f:2.3.4,7.8.9.10|. Procedure details: A solution of 5-(Benzo[c][1,2,5]oxadiazol-5-yl)-4-bromo-2,2-dimethylfuran-3(2H)-one (0.2 g, 0.645 mmol), 2-((4-(4,4,5,5-tetramethyl-1,3,2-dioxaborolan-2-yl)phenoxy)methyl)quinoline (0.256 g, 0.709 mmol), and Cs2CO3 (1.0 g, 3.220 mmol) in toluene (10 mL) and water (5 mL) was degassed. Then, Pd(dppf)Cl2(0.105 g, 0.129 mmol) was added under an inert atmosphere and the solution was again degassed. Then the reaction mixture was refluxed for 12 h, filtered through a pad of Celite® and the filtrate was... Reactants: BrCc1ccccc1, CO, Cl, NCCS, N. The product is NCCSCc1ccccc1. Reaction SMILES: [Br:7][CH2:8][c:9]1[cH:10][cH:11][cH:12][cH:13][cH:14]1.[CH3:15][OH:16].[ClH:1].[NH2:2][CH2:3][CH2:4][SH:5].[NH3:6]>>[NH2:2][CH2:3][CH2:4][S:5][CH2:8][c:9]1[cH:10][cH:11][cH:12][cH:13][cH:14]1. The reactants are O (water), IC=1C=NC=CC1N (3-iodopyridin-4-amine), ClC=1C=CC(=C(C1)B(O)O)OC ((5-chloro-2-methoxyphenyl)boronic acid), C(=O)([O-])[O-].[K+].[K+] (K2CO3). The reagents and catalysts are C=1C=CC(=CC1)[P](C=2C=CC=CC2)(C=3C=CC=CC3)[Pd]([P](C=4C=CC=CC4)(C=5C=CC=CC5)C=6C=CC=CC6)([P](C=7C=CC=CC7)(C=8C=CC=CC8)C=9C=CC=CC9)[P](C=1C=CC=CC1)(C=1C=CC=CC1)C=1C=CC=CC1 (Pd(PPh3)4). The solvent is C1(=CC=CC=C1)C (toluene), C(C)O (ethanol). The product is ClC=1C=CC(=C(C1)C=1C=NC=CC1N)OC (3-(5-chloro-2-methoxyphenyl)pyridin-4-amine). RXN SMILES: I[C:2]1[CH:3]=[N:4][CH:5]=[CH:6][C:7]=1[NH2:8].[Cl:9][C:10]1[CH:11]=[CH:12][C:13]([O:19][CH3:20])=[C:14](B(O)O)[CH:15]=1.C([O-])([O-])=O.[K+].[K+].O>C1(C)C=CC=CC=1.C1C=CC([P]([Pd]([P](C2C=CC=CC=2)(C2C=CC=CC=2)C2C=CC=CC=2)([P](C2C=CC=CC=2)(C2C=CC=CC=2)C2C=CC=CC=2)[P](C2C=CC=CC=2)(C2C=CC=CC=2)C2C=CC=CC=2)(C2C=CC=CC=2)C2C=CC=CC=2)=CC=1.C(O)C>[Cl:9][C:10]1[CH:15]=[CH:14][C:13]([O:19][CH3:20])=[C:12]([C:2]2[CH:3]=[N:4][CH:5]=[CH:6][C:7]=2[NH2:8])[CH:11]=1 |f:2.3.4,^1:38,40,59,78|. Procedure details: 3-iodopyridin-4-amine (2.2 g, 10 mmol), (5-chloro-2-methoxyphenyl)boronic acid (1.86 g, 10 mmol) and, and K2CO3 (4.2 g, 30 mmol) were mixed in 50 mL of toluene, 5 mL of deionized water and 5 mL of ethanol. To the solution was bubbled with nitrogen for 15 min. Pd(PPh3)4 (0.23 g, 0.2 mmol) was then added. The mixture was refluxed overnight under nitrogen. After cooling, the aqueous layer was removed and the organic layer was then concentrated. The residue was then purified by column chromatography... Starting materials: BrC=1C=CC(=NC1)C1=CC(=C(C=C1)OCC1=CC=CC=C1)F (5-bromo-2-{3-fluoro-4-[(phenylmethyl)oxy]phenyl}pyridine), [Na+].CS(=O)[O-] (methanesulfinic acid sodium salt), [OH-].[Na+] (NaOH), O (water). Solvent: CS(=O)C (DMSO). Product: FC=1C=C(C=CC1OCC1=CC=CC=C1)C1=NC=C(C=C1)S(=O)(=O)C (2-{3-Fluoro-4-[(phenylmethyl)oxy]phenyl}-5-(methylsulfonyl)pyridine). Yield: 33.6%. As a reaction SMILES: Br[C:2]1[CH:3]=[CH:4][C:5]([C:8]2[CH:13]=[CH:12][C:11]([O:14][CH2:15][C:16]3[CH:21]=[CH:20][CH:19]=[CH:18][CH:17]=3)=[C:10]([F:22])[CH:9]=2)=[N:6][CH:7]=1.[Na+].[CH3:24][S:25]([O-:27])=[O:26].[OH-].[Na+].O>CS(C)=O>[F:22][C:10]1[CH:9]=[C:8]([C:5]2[CH:4]=[CH:3][C:2]([S:25]([CH3:24])(=[O:27])=[O:26])=[CH:7][N:6]=2)[CH:13]=[CH:12][C:11]=1[O:14][CH2:15][C:16]1[CH:21]=[CH:20][CH:19]=[CH:18][CH:17]=1 |f:1.2,3.4|. Procedure: 2-{3-Fluoro-4-[(phenylmethyl)oxy]phenyl}-5-(methylsulfonyl)pyridine (0.168 g, 34%) was prepared as a white solid from 5-bromo-2-{3-fluoro-4-[(phenylmethyl)oxy]phenyl}pyridine (0.50 g, 1.40 mmol), methanesulfinic acid sodium salt (0.72 g, 80%, 5.58 mmol) Cul (0.80 g, 4.19 mmol), NaOH (67 mg, 1.68 mmol) and water (0.4 mL) in DMSO (15 mL) in a manner similar to Example 83, Step 2. The crude product was triturated with hot MeOH containing 5% of CHCl3. 1H NMR (400 MHz, CDCl3): δ 9.14 (d, 1H, J=2.4 Hz...